This data is from the Open Reaction Database (ORD), a public repository of structured organic reaction records. The task is: describe an organic reaction: reactants, conditions, products, and yield The reactants are O=C([O-])O, COc1cc(C(=O)Cl)cc(OC)c1OC, [K+], CN1CCc2c(N)cccc2C1, c1ccccc1. Yields the product COc1cc(C(=O)Nc2cccc3c2CCN(C)C3)cc(OC)c1OC. Reaction SMILES: [C:28](=[O:29])([OH:30])[O-:31].[CH3:13][O:14][c:15]1[cH:16][c:17]([C:18](=[O:19])[Cl:20])[cH:21][c:22]([O:26][CH3:27])[c:23]1[O:24][CH3:25].[K+:32].[NH2:1][c:2]1[c:3]2[c:8]([cH:9][cH:10][cH:11]1)[CH2:7][N:6]([CH3:12])[CH2:5][CH2:4]2.[cH:33]1[cH:34][cH:35][cH:36][cH:37][cH:38]1>>[NH:1]([c:2]1[c:3]2[c:8]([cH:9][cH:10][cH:11]1)[CH2:7][N:6]([CH3:12])[CH2:5][CH2:4]2)[C:18]([c:17]1[cH:16][c:15]([O:14][CH3:13])[c:23]([O:24][CH3:25])[c:22]([O:26][CH3:27])[cH:21]1)=[O:19]. Starting materials: Cn1cncc1COS(C)(=O)=O, Cn1cncc1CO, O=C1OC2(CCN(C(=O)c3c[nH]c4cc(Cl)ccc34)CC2)c2ccc(F)cc21. The product is Cn1cncc1Cn1cc(C(=O)N2CCC3(CC2)OC(=O)c2cc(F)ccc23)c2ccc(Cl)cc21. As a reaction SMILES: [CH3:29][n:30]1[cH:31][n:32][cH:33][c:34]1[CH2:35][O:36][S:37]([CH3:38])(=[O:39])=[O:40].[CH3:41][n:42]1[c:43]([CH2:44][OH:45])[cH:46][n:47][cH:48]1.[Cl:1][c:2]1[cH:3][cH:4][c:5]2[c:6]([C:11](=[O:12])[N:13]3[CH2:14][CH2:15][C:16]4([O:17][C:18](=[O:26])[c:19]5[c:20]4[cH:21][cH:22][c:23]([F:25])[cH:24]5)[CH2:27][CH2:28]3)[cH:7][nH:8][c:9]2[cH:10]1>>[Cl:1][c:2]1[cH:3][cH:4][c:5]2[c:6]([C:11](=[O:12])[N:13]3[CH2:14][CH2:15][C:16]4([O:17][C:18](=[O:26])[c:19]5[c:20]4[cH:21][cH:22][c:23]([F:25])[cH:24]5)[CH2:27][CH2:28]3)[cH:7][n:8]([CH2:35][c:34]3[n:30]([CH3:29])[cH:31][n:32][cH:33]3)[c:9]2[cH:10]1. Starting materials: C1CCC=2C(=CC=CC12)O (4-indanol), C[O-].[Na+] (sodium methoxide), [O-2].[K+].[K+] (potassium oxide), BrC(C(=O)OC)C1=CC=C(C=C1)OC1=CC=C(C=C1)Cl (methyl α-bromo-α-[p-(p-chlorophenoxy)phenyl]acetate). Solvent: O (water), CO (methanol), C1=CC=CC=C1 (benzene). The product is C1CCC2=C(C=CC=C12)OC(C(=O)OC)C1=CC=C(C=C1)OC1=CC=C(C=C1)Cl (Methyl α-(4-indanyloxy)-α-[p-(p-chlorophenoxy)phenyl]acetate). RXN SMILES: [CH2:1]1[C:9]2[CH:8]=[CH:7][CH:6]=[C:5]([OH:10])[C:4]=2[CH2:3][CH2:2]1.C[O-].[Na+].[O-2].[K+].[K+].Br[CH:18]([C:23]1[CH:28]=[CH:27][C:26]([O:29][C:30]2[CH:35]=[CH:34][C:33]([Cl:36])=[CH:32][CH:31]=2)=[CH:25][CH:24]=1)[C:19]([O:21][CH3:22])=[O:20]>CO.C1C=CC=CC=1.O>[CH2:1]1[C:9]2[C:4](=[C:5]([O:10][CH:18]([C:23]3[CH:28]=[CH:27][C:26]([O:29][C:30]4[CH:31]=[CH:32][C:33]([Cl:36])=[CH:34][CH:35]=4)=[CH:25][CH:24]=3)[C:19]([O:21][CH3:22])=[O:20])[CH:6]=[CH:7][CH:8]=2)[CH2:3][CH2:2]1 |f:1.2,3.4.5|. Procedure details: To a solution of 3.36 g of 4-indanol, 1.188 g of sodium methoxide and 50 mg of potassium oxide in 40 ml of methanol is added 7.11 g of methyl α-bromo-α-[p-(p-chlorophenoxy)phenyl]acetate in 10 ml of benzene. The mixture is refluxed overnight and then poured into 100 ml of water. The mixture is extracted with 2 × 75 ml of ether. The combined extracts are washed with 50 ml of 5% NaOH, 50 ml of water, 50 ml saturated brine, and dried (MgSO4). Evaporation of the solvent yields a yellow oil. Chromato... Reactants: C(#N)CCN1C(=C(C2=CC=CC=C12)CC=1C=NC=CC1)C (1-(2-Cyanoethyl)-2-methyl-3-(3-pyridylmethyl)indole), [OH-].[K+] (KOH). Solvent: Cl (hydrochloric acid). Reaction conditions: time 24 hour. The product is CC=1NC2=CC=CC=C2C1CC=1C=NC=CC1 (2-methyl-3-(3-pyridylmethyl)indole). Isolated yield 54.5%. As a reaction SMILES: C(CC[N:5]1[C:13]2[C:8](=[CH:9][CH:10]=[CH:11][CH:12]=2)[C:7]([CH2:14][C:15]2[CH:16]=[N:17][CH:18]=[CH:19][CH:20]=2)=[C:6]1[CH3:21])#N.[OH-].[K+]>Cl>[CH3:21][C:6]1[NH:5][C:13]2[C:8]([C:7]=1[CH2:14][C:15]1[CH:16]=[N:17][CH:18]=[CH:19][CH:20]=1)=[CH:9][CH:10]=[CH:11][CH:12]=2 |f:1.2|. Procedure: 1-(2-Cyanoethyl)-2-methyl-3-(3-pyridylmethyl)indole (1.0 g) was dissolved in concentrated hydrochloric acid (10 ml) and the solution was allowed to stand at room temperature for 24 hours. The solution was cautiously basified by addition of dilute KOH solution with cooling to give an oil which gradually solidified. The solid was filtered off, washed with water and crystallised from isopropanol/water to give 1-carbamoylethyl)-2-methyl-3-(3-pyridylmethyl)indole (0.44 g), m.p. 145°147°. Starting materials: ClC1=NC(=NC(=C1)C)C1=NC(=CC=C1)CCC (4-chloro-6-methyl-2-(6-n-propyl-2-pyridinyl)pyrimidine), C[O-].[Na+] (sodium methoxide), C(Cl)(Cl)Cl (chloroform), [Na] (sodium). Solvent: CO (methanol), CO (methanol). Reaction conditions: time 2 hour. Yields the product COC1=NC(=NC(=C1)C)C1=NC(=CC=C1)CCC (4-methoxy-6-methyl-2-(6-n-propyl-2-pyridinyl)pyrimidine). Yield: 95.0%. RXN SMILES: Cl[C:2]1[CH:7]=[C:6]([CH3:8])[N:5]=[C:4]([C:9]2[CH:14]=[CH:13][CH:12]=[C:11]([CH2:15][CH2:16][CH3:17])[N:10]=2)[N:3]=1.[CH3:18][O-:19].[Na+].[Na].C(Cl)(Cl)Cl>CO>[CH3:18][O:19][C:2]1[CH:7]=[C:6]([CH3:8])[N:5]=[C:4]([C:9]2[CH:14]=[CH:13][CH:12]=[C:11]([CH2:15][CH2:16][CH3:17])[N:10]=2)[N:3]=1 |f:1.2,^1:20|. Procedure: To a solution of 4-chloro-6-methyl-2-(6-n-propyl-2-pyridinyl)pyrimidine (1 g) in methanol (10 ml), was added sodium methoxide prepared from methanol (10 ml) and metallic sodium (0.11 g). After being left to stand at room temperature for two hours, the solution was concentrated under reduced pressure. To the residue obtained, was added chloroform (100 ml). The mixture was washed twice with water (30 ml each) and dried over anhydrous magnesium sulfate. The extract was concentrated under reduced pr... The reactants are CCCCO, O=[N+]([O-])c1cccc(Cl)c1Cl, NCCCO. Product: O=[N+]([O-])c1cccc(Cl)c1NCCCO. Reaction SMILES: [CH2:17]([OH:18])[CH2:19][CH2:20][CH3:21].[Cl:1][c:2]1[c:3]([Cl:11])[c:4]([N+:8](=[O:9])[O-:10])[cH:5][cH:6][cH:7]1.[NH2:12][CH2:13][CH2:14][CH2:15][OH:16]>>[Cl:1][c:2]1[c:3]([NH:12][CH2:13][CH2:14][CH2:15][OH:16])[c:4]([N+:8](=[O:9])[O-:10])[cH:5][cH:6][cH:7]1. Reactants: CO, OC(COc1ccccc1)CN(CCOc1ccc(-n2ccnc2)cc1)Cc1ccccc1. The product is OC(CNCCOc1ccc(-n2ccnc2)cc1)COc1ccccc1. As a reaction SMILES: [CH3:34][OH:35].[n:1]1(-[c:6]2[cH:7][cH:8][c:9]([O:10][CH2:11][CH2:12][N:13]([CH2:14][CH:15]([CH2:16][O:17][c:18]3[cH:19][cH:20][cH:21][cH:22][cH:23]3)[OH:24])[CH2:25][c:26]3[cH:27][cH:28][cH:29][cH:30][cH:31]3)[cH:32][cH:33]2)[cH:2][n:3][cH:4][cH:5]1>>[n:1]1(-[c:6]2[cH:7][cH:8][c:9]([O:10][CH2:11][CH2:12][NH:13][CH2:14][CH:15]([CH2:16][O:17][c:18]3[cH:19][cH:20][cH:21][cH:22][cH:23]3)[OH:24])[cH:32][cH:33]2)[cH:2][n:3][cH:4][cH:5]1.